From a dataset of the Open Reaction Database (ORD), a public repository of structured organic reaction records. describe an organic reaction: reactants, conditions, products, and yield Starting materials: CN(C)C=Nc1scc(Cl)c1C#N, O=CO, O. Yields the product N#Cc1c(Cl)csc1NC=O. RXN SMILES: [CH3:1][N:2]([CH:3]=[N:4][c:5]1[s:6][cH:7][c:8]([Cl:12])[c:9]1[C:10]#[N:11])[CH3:13].[CH:14](=[O:15])[OH:16].[OH2:17]>>[CH:3]([NH:4][c:5]1[s:6][cH:7][c:8]([Cl:12])[c:9]1[C:10]#[N:11])=[O:15]. Starting materials: C1COCCOCCOCCOCCO1, Cc1ccccc1, COCCCOc1cc(COC2CN(C(=O)OC(C)(C)C)CCC2c2ccc(OCCCOCc3ccccc3OC)cc2)ccc1Cl, N#C[Na], O. The product is COCCCOc1cc(COC2CN(C(=O)OC(C)(C)C)CCC2c2ccc(OCCCOCc3ccccc3OC)cc2)ccc1C#N. As a reaction SMILES: [CH2:52]1[O:53][CH2:54][CH2:55][O:56][CH2:57][CH2:58][O:59][CH2:60][CH2:61][O:62][CH2:63][CH2:64][O:65][CH2:66]1.[CH3:68][c:69]1[cH:70][cH:71][cH:72][cH:73][cH:74]1.[Cl:1][c:2]1[c:3]([O:43][CH2:44][CH2:45][CH2:46][O:47][CH3:48])[cH:4][c:5]([CH2:6][O:7][CH:8]2[CH2:9][N:10]([C:34](=[O:35])[O:36][C:37]([CH3:38])([CH3:39])[CH3:40])[CH2:11][CH2:12][CH:13]2[c:14]2[cH:15][cH:16][c:17]([O:20][CH2:21][CH2:22][CH2:23][O:24][CH2:25][c:26]3[c:27]([O:32][CH3:33])[cH:28][cH:29][cH:30][cH:31]3)[cH:18][cH:19]2)[cH:41][cH:42]1.[Na:49][C:50]#[N:51].[OH2:67]>>[c:2]1([C:50]#[N:51])[c:3]([O:43][CH2:44][CH2:45][CH2:46][O:47][CH3:48])[cH:4][c:5]([CH2:6][O:7][CH:8]2[CH2:9][N:10]([C:34](=[O:35])[O:36][C:37]([CH3:38])([CH3:39])[CH3:40])[CH2:11][CH2:12][CH:13]2[c:14]2[cH:15][cH:16][c:17]([O:20][CH2:21][CH2:22][CH2:23][O:24][CH2:25][c:26]3[c:27]([O:32][CH3:33])[cH:28][cH:29][cH:30][cH:31]3)[cH:18][cH:19]2)[cH:41][cH:42]1. RXN SMILES: [CH3:1][N:2]([CH3:3])[CH:4]=[O:5].[CH3:52][CH2:53][O:54][C:55](=[O:56])[CH3:57].[CH3:6][C:7]1([CH2:10][n:11]2[c:12]([S:19][c:20]3[c:21]([N+:26](=[O:27])[O-:28])[cH:22][cH:23][cH:24][cH:25]3)[n:13][c:14]([N+:16](=[O:17])[O-:18])[cH:15]2)[O:8][CH2:9]1.[N:29]1([C:35](=[O:36])[O:37][CH2:38][CH:39]=[CH:40][c:41]2[cH:42][cH:43][c:44]([C:47]([F:48])([F:49])[F:50])[cH:45][cH:46]2)[CH2:30][CH2:31][NH:32][CH2:33][CH2:34]1.[OH2:51]>>[CH3:6][C:7]([OH:8])([CH2:9][N:32]1[CH2:31][CH2:30][N:29]([C:35](=[O:36])[O:37][CH2:38][CH:39]=[CH:40][c:41]2[cH:42][cH:43][c:44]([C:47]([F:48])([F:49])[F:50])[cH:45][cH:46]2)[CH2:34][CH2:33]1)[CH2:10][n:11]1[c:12]([S:19][c:20]2[c:21]([N+:26](=[O:27])[O-:28])[cH:22][cH:23][cH:24][cH:25]2)[n:13][c:14]([N+:16](=[O:17])[O-:18])[cH:15]1. Product: CC(O)(CN1CCN(C(=O)OCC=Cc2ccc(C(F)(F)F)cc2)CC1)Cn1cc([N+](=O)[O-])nc1Sc1ccccc1[N+](=O)[O-]. Starting materials: CN(C)C=O, CCOC(C)=O, CC1(Cn2cc([N+](=O)[O-])nc2Sc2ccccc2[N+](=O)[O-])CO1, O=C(OCC=Cc1ccc(C(F)(F)F)cc1)N1CCNCC1, O.